Dataset: the Open Reaction Database (ORD), a public repository of structured organic reaction records. Task: describe an organic reaction: reactants, conditions, products, and yield Reactants: BrN1C(CCC1=O)=O (N-bromosuccinimide), C(C1=CC=CC=C1)(=O)C1=CSC=C1 (3-benzoylthiophene), O (Water). Run in C(C)(=O)O (acetic acid), CN(C(C)=O)C (N,N-dimethylacetamide). Reaction conditions: time 8 hour. The product is C(C1=CC=CC=C1)(=O)C1=CSC(=C1)Br (3-Benzoyl-5-bromothiophene). Isolated yield 63.6%. RXN SMILES: [C:1]([C:9]1[CH:13]=[CH:12][S:11][CH:10]=1)(=[O:8])[C:2]1[CH:7]=[CH:6][CH:5]=[CH:4][CH:3]=1.[Br:14]N1C(=O)CCC1=O.O>CN(C)C(=O)C.C(O)(=O)C>[C:1]([C:9]1[CH:13]=[C:12]([Br:14])[S:11][CH:10]=1)(=[O:8])[C:2]1[CH:3]=[CH:4][CH:5]=[CH:6][CH:7]=1. Procedure details: 3.0 g of 3-benzoylthiophene was dissolved in 10 ml of N,N-dimethylacetamide and 1 ml of acetic acid, and 2.83 g of N-bromosuccinimide was added thereto, followed by stirring overnight. Water was added to the reaction solution, followed by extracting with diethyl ether. The extract was washed with an aqueous saturated sodium bicarbonate solution, dried over anhydrous magnesium and then evaporated. The residue was subjected to silica gel column chromatography and eluted with 10% ethyl acetate/hexa...